The task is: describe an organic reaction: reactants, conditions, products, and yield. This data is from the Open Reaction Database (ORD), a public repository of structured organic reaction records. Reactants: C1CO1, O=[N+]([O-])c1ccc(Cl)c(S(=O)O)c1. Product: O=[N+]([O-])c1ccc(Cl)c(S(=O)(=O)CCO)c1. Reaction SMILES: [CH2:14]1[CH2:15][O:16]1.[Cl:1][c:2]1[c:3]([S:11](=[O:12])[OH:13])[cH:4][c:5]([N+:8](=[O:9])[O-:10])[cH:6][cH:7]1>>[Cl:1][c:2]1[c:3]([S:11](=[O:12])(=[O:13])[CH2:14][CH2:15][OH:16])[cH:4][c:5]([N+:8](=[O:9])[O-:10])[cH:6][cH:7]1. Starting materials: [Si](C)(C)(C(C)(C)C)OCC=1C=CC=C2C(CCN(C12)CC)=C (8-(t-butyldimethylsilyloxymethyl)-4-methylene-1-ethyl-1,2,3,4-tetrahydroquinoline), solution, O (water), aqueous solution, [OH-].[Na+] (sodium hydroxide), OO (hydrogen peroxide). Run in O1CCCC1 (tetrahydrofuran), O1CCCC1 (tetrahydrofuran). The product is [Si](C)(C)(C(C)(C)C)OCC=1C=CC=C2C(CCN(C12)CC)CO (8-(t-butyldimethylsilyloxymethyl)-4-hydroxymethyl-1-ethyl-1,2,3,4-tetrahydroquinoline). RXN SMILES: [Si:1]([O:8][CH2:9][C:10]1[CH:11]=[CH:12][CH:13]=[C:14]2[C:19]=1[N:18]([CH2:20][CH3:21])[CH2:17][CH2:16][C:15]2=[CH2:22])([C:4]([CH3:7])([CH3:6])[CH3:5])([CH3:3])[CH3:2].[OH2:23].[OH-].[Na+].OO>O1CCCC1>[Si:1]([O:8][CH2:9][C:10]1[CH:11]=[CH:12][CH:13]=[C:14]2[C:19]=1[N:18]([CH2:20][CH3:21])[CH2:17][CH2:16][CH:15]2[CH2:22][OH:23])([C:4]([CH3:7])([CH3:6])[CH3:5])([CH3:2])[CH3:3] |f:2.3|. Procedure: To a solution of 8-(t-butyldimethylsilyloxymethyl)-4-methylene-1-ethyl-1,2,3,4-tetrahydroquinoline (2.04 g) in tetrahydrofuran (50 ml), 10M solution (3.2 m) of borane-dimethylsulfide complex in tetrahydrofuran was added dropwise with stirring under ice-cooling. After stirring the mixture for 2 hours at room temperature, water was added to the reaction mixture, and furthermore 3N aqueous solution of sodium hydroxide (10 ml) and 30% hydrogen peroxide (10 ml) were added thereto. After stirring for ... The reactants are C(C1=CC=CC=C1)OC1=CC=2C[C@H]([C@H]3[C@@H]4CCC([C@@]4(C)CC[C@@H]3C2C=C1)=O)CCCCCOS(=O)(=O)C1=CC=C(C)C=C1 (3-benzyloxy-7α-(5-tosyloxypentyl)-estra-1,3,5(10)-trien-17-one), FC(CCCSC[C@H]1NCCC1)(C(F)(F)F)F ((2S)-2-(4,4,5,5,5-pentafluoropentylthiomethyl)-pyrrolidine). The product is C(C1=CC=CC=C1)OC1=CC=2C[C@H]([C@H]3[C@@H]4CCC([C@@]4(C)CC[C@@H]3C2C=C1)=O)CCCCCN1[C@@H](CCC1)CSCCCC(C(F)(F)F)(F)F (3-benzyloxy-7α-{5-[(2S)-2-(4,4,5,5,5-pentafluoropentyl-thiomethyl)-pyrrolidin-1-yl]-pentyl}-estra-1,3,5(10)-trien-17-one). The yield is 72.5%. As a reaction SMILES: [CH2:1]([O:8][C:9]1[CH:26]=[CH:25][C:24]2[C@@H:23]3[C@H:14]([C@H:15]4[C@@:19]([CH2:21][CH2:22]3)([CH3:20])[C:18](=[O:27])[CH2:17][CH2:16]4)[C@H:13]([CH2:28][CH2:29][CH2:30][CH2:31][CH2:32]OS(C3C=CC(C)=CC=3)(=O)=O)[CH2:12][C:11]=2[CH:10]=1)[C:2]1[CH:7]=[CH:6][CH:5]=[CH:4][CH:3]=1.[F:44][C:45]([F:60])([C:56]([F:59])([F:58])[F:57])[CH2:46][CH2:47][CH2:48][S:49][CH2:50][C@@H:51]1[CH2:55][CH2:54][CH2:53][NH:52]1>>[CH2:1]([O:8][C:9]1[CH:26]=[CH:25][C:24]2[C@@H:23]3[C@H:14]([C@H:15]4[C@@:19]([CH2:21][CH2:22]3)([CH3:20])[C:18](=[O:27])[CH2:17][CH2:16]4)[C@H:13]([CH2:28][CH2:29][CH2:30][CH2:31][CH2:32][N:52]3[CH2:53][CH2:54][CH2:55][C@H:51]3[CH2:50][S:49][CH2:48][CH2:47][CH2:46][C:45]([F:44])([F:60])[C:56]([F:57])([F:58])[F:59])[CH2:12][C:11]=2[CH:10]=1)[C:2]1[CH:3]=[CH:4][CH:5]=[CH:6][CH:7]=1. Reported procedure: Under the conditions of Example 23h, 4.58 g of 3-benzyloxy-7α-(5-tosyloxypentyl)-estra-1,3,5(10)-trien-17-one is reacted with 3.17 g of (2S)-2-(4,4,5,5,5-pentafluoropentylthiomethyl)-pyrrolidine, worked up, and the crude product is chromatographed on silica gel with hexane/ethyl acetate. 3.9 g of 3-benzyloxy-7α-{5-[(2S)-2-(4,4,5,5,5-pentafluoropentyl-thiomethyl)-pyrrolidin-1-yl]-pentyl}-estra-1,3,5(10)-trien-17-one is obtained as oil. [α]D22 =+32.5°(c=0.117 in chloroform). Starting materials: O (Water), OO (hydrogen peroxide), [Si](C)(C)(C(C)(C)C)OCC(F)(F)C1=CC=NC=C1 (4-[2-(tert-butyldimethylsilanyloxy)-1,1-difluoroethyl]pyridine), [Si](C)(C)(C(C)(C)C)OCC(F)(F)C1=CC=NC=C1 (4-[2-(tert-Butyldimethylsilanyloxy)-1,1-difluoroethyl]pyridine). Reagents/catalysts: [O-2].[Mn+4].[O-2] (manganese (IV) oxide), C[Re](=O)(=O)=O (methyltrioxorhenium (VII)). The solvent is C(Cl)(Cl)Cl (chloroform). Conditions: time 4 hour. The product is [Si](C)(C)(C(C)(C)C)OCC(F)(F)C1=CC=[N+](C=C1)[O-] (4-[2-(tert-Butyldimethylsilanyloxy)-1,1-difluoro-ethyl]-pyridine-1-oxide). Reaction SMILES: [Si:1]([O:8][CH2:9][C:10]([C:13]1[CH:18]=[CH:17][N:16]=[CH:15][CH:14]=1)([F:12])[F:11])([C:4]([CH3:7])([CH3:6])[CH3:5])([CH3:3])[CH3:2].[OH:19]O.O>C(Cl)(Cl)Cl.C[Re](=O)(=O)=O.[O-2].[Mn+4].[O-2]>[Si:1]([O:8][CH2:9][C:10]([C:13]1[CH:18]=[CH:17][N+:16]([O-:19])=[CH:15][CH:14]=1)([F:12])[F:11])([C:4]([CH3:7])([CH3:6])[CH3:5])([CH3:3])[CH3:2] |f:5.6.7|. Reported procedure: To a solution of 4-[2-(tert-butyldimethylsilanyloxy)-1,1-difluoroethyl]pyridine (0.14 g) prepared in (3) in chloroform (3 mL) were added methyltrioxorhenium (VII) (0.0010 g) and aqueous 30% hydrogen peroxide (0.11 mL). The reaction mixture was stirred at RT for 4 hr. To the mixture was added manganese (IV) oxide. The reaction mixture was stirred at RT for 1 hr. Water was added to the reaction mixture and the mixture was extracted with ethyl acetate. The organic layer was dried over MgSO4. The so... Reactants: C1CCOC1, [N-]=[N+]=NCC(O)c1ccc(OCc2ccccc2)c(F)c1, O, c1ccc(P(c2ccccc2)c2ccccc2)cc1. Product: NCC(O)c1ccc(OCc2ccccc2)c(F)c1. Reaction SMILES: [CH2:41]1[O:42][CH2:43][CH2:44][CH2:45]1.[N:1](=[N+:2]=[N-:3])[CH2:4][CH:5]([OH:6])[c:7]1[cH:8][c:9]([F:21])[c:10]([O:13][CH2:14][c:15]2[cH:16][cH:17][cH:18][cH:19][cH:20]2)[cH:11][cH:12]1.[OH2:46].[c:22]1([P:23]([c:24]2[cH:25][cH:26][cH:27][cH:28][cH:29]2)[c:30]2[cH:31][cH:32][cH:33][cH:34][cH:35]2)[cH:36][cH:37][cH:38][cH:39][cH:40]1>>[NH2:1][CH2:4][CH:5]([OH:6])[c:7]1[cH:8][c:9]([F:21])[c:10]([O:13][CH2:14][c:15]2[cH:16][cH:17][cH:18][cH:19][cH:20]2)[cH:11][cH:12]1. Reported procedure: In 500 ml of dioxane are added 83.5 g (0.50 mole) 2-chloro-1,1-dimethoxy-3-butanone, 94.5 g (1.0 mole) acetamidine hydrochloride and 123 g (1.5 mole) sodium acetate and the mixture is heated at reflux overnight. The cooled reaction mixture is filtered through a silica gel pad on a sintered glass filter funnel, washing with 3500 ml of dioxane. The filtrate and washings are combined and evaporated in vacuo to provide a residual oil which is purified by chromatography on a silica gel column (600 g)... The yield is 46.4%. The reactants are ClC(C(OC)OC)C(C)=O (2-chloro-1,1-dimethoxy-3-butanone), Cl.C(C)(=N)N (acetamidine hydrochloride), C(C)(=O)[O-].[Na+] (sodium acetate). Run in O1CCOCC1 (dioxane). Reaction SMILES: Cl[CH:2]([C:8](=[O:10])[CH3:9])[CH:3](OC)OC.Cl.[C:12]([NH2:15])(=[NH:14])[CH3:13].C([O-])(=O)C.[Na+]>O1CCOCC1>[C:8]([C:2]1[N:14]=[C:12]([CH3:13])[NH:15][CH:3]=1)(=[O:10])[CH3:9] |f:1.2,3.4|. The product is C(C)(=O)C=1N=C(NC1)C (4-Acetyl-2-methylimidazole). Reactants: C1=C(C=CC=2OC3=C(C21)C=CC=C3)C(C(CC(=O)O)(F)F)=O (4-dibenzofuran-2-yl-3,3-difluoro-4-oxo-butyric acid), C(C)(=O)[O-].[Na+] (sodium acetate), Cl.NO (hydroxylamine hydrochloride). Run in CO (methanol), O (water). Yields the product C1=C(C=CC=2OC3=C(C21)C=CC=C3)C(C(CC(=O)O)(F)F)=NO (4-Dibenzofuran-2-yl-3,3-difluoro-4-hydroxyimino-butyric acid). RXN SMILES: [CH:1]1[C:9]2[C:8]3[CH:10]=[CH:11][CH:12]=[CH:13][C:7]=3[O:6][C:5]=2[CH:4]=[CH:3][C:2]=1[C:14](=O)[C:15]([F:21])([F:20])[CH2:16][C:17]([OH:19])=[O:18].C([O-])(=O)C.[Na+].Cl.[NH2:29][OH:30]>CO.O>[CH:1]1[C:9]2[C:8]3[CH:10]=[CH:11][CH:12]=[CH:13][C:7]=3[O:6][C:5]=2[CH:4]=[CH:3][C:2]=1[C:14](=[N:29][OH:30])[C:15]([F:21])([F:20])[CH2:16][C:17]([OH:19])=[O:18] |f:1.2,3.4|. Procedure details: A solution of 4-dibenzofuran-2-yl-3,3-difluoro-4-oxo-butyric acid (1 equivalent, Example 1) and sodium acetate (1.2 equivalents) in methanol is treated with a solution of hydroxylamine hydrochloride (1.2 equivalents) in water. The solution is heated to reflux for 3 hours, then cooled, concentrated, and filtered. The filter cake is washed with water and dried in vacuo. The crude product is recrystallized from an organic solvent, such as ethyl acetate, to give the title compound. Starting materials: FC(OC1=CC=C(C(=O)F)C=C1)(F)F (4-(trifluoromethoxy)benzoyl fluoride), [N-]=[N+]=[N-].[Na+] (sodium azide), C1COCCOCCOCCOCCOCCO1 (18-Crown-6 ether), C(C)#N (acetonitrile). Solvent: C(C)OCC (diethyl ether). The product is FC(OC1=CC=C(C(=O)N=[N+]=[N-])C=C1)(F)F (4-(trifluoromethoxy)benzoyl azide). As a reaction SMILES: [F:1][C:2]([F:14])([F:13])[O:3][C:4]1[CH:12]=[CH:11][C:7]([C:8](F)=[O:9])=[CH:6][CH:5]=1.[N-:15]=[N+:16]=[N-:17].[Na+].C1OCCOCCOCCOCCOCCOC1.C(#N)C>C(OCC)C>[F:1][C:2]([F:14])([F:13])[O:3][C:4]1[CH:12]=[CH:11][C:7]([C:8]([N:15]=[N+:16]=[N-:17])=[O:9])=[CH:6][CH:5]=1 |f:1.2|. Procedure details: A mixture of 5 grams (24 mmol) of 4-(trifluoromethoxy)benzoyl fluoride, 1.87 grams (29 mmol) of sodium azide, 0.2 grams of 18-Crown-6 ether, and 20 ml. of acetonitrile was stirred at room temperature for two hours under an atmosphere of dry nitrogen. The reaction mixture was diluted with diethyl ether, filtered and concentrated under reduced pressure, with a bath temperature of 40° C., to give the title compound as a turbid oil. IR showed adsorptions at 2280, 2240 and 1695 cm-1. Reactants: ClC=1C(=CC(=NC1)C=C)OC (5-chloro-4-methoxy-2-vinyl-pyridine), [O-][Mn](=O)(=O)=O.[K+] (KMnO4), O (water). Solvent: CC(=O)C (acetone). Conditions: time 15 hour. Yields the product ClC=1C(=CC(=NC1)C(=O)O)OC (5-chloro-4-methoxy-pyridine-2-carboxylic acid). As a reaction SMILES: [Cl:1][C:2]1[C:3]([O:10][CH3:11])=[CH:4][C:5]([CH:8]=C)=[N:6][CH:7]=1.[O-:12][Mn](=O)(=O)=O.[K+].[OH2:18]>CC(C)=O>[Cl:1][C:2]1[C:3]([O:10][CH3:11])=[CH:4][C:5]([C:8]([OH:12])=[O:18])=[N:6][CH:7]=1 |f:1.2|. Reported procedure: To a solution of 5-chloro-4-methoxy-2-vinyl-pyridine (435 mg, 2.57 mmol) in acetone (20 mL) and water (20 mL), KMnO4 (2.03 g, 12.8 mmol) is added. The mixture is stirred at rt for 15 h before it is filtered through a glass-filter pad. The filtrate is evaporated and dried to give 5-chloro-4-methoxy-pyridine-2-carboxylic acid (987 mg) as potassium salt containing water in the form of a white solid; LC-MS: tR=0.45 min, [M+1]+=187.91. This material is dissolved in ethanol (20 mL) and H2SO4 (4 mL) is...